This data is from the Open Reaction Database (ORD), a public repository of structured organic reaction records. The task is: describe an organic reaction: reactants, conditions, products, and yield Isolated yield 45.8%. Reaction SMILES: Br[C@@H:2]1[C@@H:7]([OH:8])[CH2:6][C@H:5]2[C@H:9]3[C@H:19]([C@H:20]([N:22]([CH3:24])[CH3:23])[CH2:21][C@:3]12[CH3:4])[C@:17]1([CH3:18])[C@H:12]([CH2:13][C@H:14]([OH:28])[C@@H:15]([O:25][CH2:26][CH3:27])[CH2:16]1)[CH2:11][CH2:10]3.O.C(=O)([O-])[O-].[K+].[K+]>CO>[CH3:24][N:22]([C@@H:20]1[CH2:21][C@@:3]2([CH3:4])[C@@H:5]([CH2:6][C@@H:7]3[O:8][C@@H:2]32)[C@H:9]2[C@H:19]1[C@:17]1([CH3:18])[C@@H:12]([CH2:11][CH2:10]2)[CH2:13][C@H:14]([OH:28])[C@@H:15]([O:25][CH2:26][CH3:27])[CH2:16]1)[CH3:23] |f:2.3.4|. Procedure: A solution of 17α-bromo-11α-N,N-dimethylamino-2β-ethoxy-5α-androstane-3α,16β-diol (212 mg) in methanol (33 ml) containing water (1.2 ml) was treated with a 40% solution of potassium carbonate (0.66 ml) and the mixture was refluxed. After 1 hour most of the solvent was evaporated and the residue was partitioned between ethyl acetate and water. The washed and dried (Na2SO4) organic layer was evaporated and the residue was purified by preparative thin layer chromatography over silica (ethyl acetate... The reactants are Br[C@H]1[C@]2(C)[C@@H](C[C@@H]1O)[C@@H]1CC[C@H]3C[C@@H]([C@H](C[C@]3(C)[C@H]1[C@@H](C2)N(C)C)OCC)O (17α-bromo-11α-N,N-dimethylamino-2β-ethoxy-5α-androstane-3α,16β-diol), O (water), solution, C([O-])([O-])=O.[K+].[K+] (potassium carbonate). The solvent is CO (methanol). Yields the product CN(C)[C@H]1[C@@H]2[C@]3(C[C@@H]([C@H](C[C@@H]3CC[C@H]2[C@@H]2C[C@H]3[C@@H]([C@@]2(C)C1)O3)O)OCC)C (11α-N,N-Dimethylamino-16β,17β-epoxy-2β-ethoxy-5α-androstan-3α-ol). Reactants: ClC=1C=C(CNC2=NC(=NC(=C2C(=O)OC)N2CC=3N(CC2)C=CN3)SCC3=CC=CC=C3)C=CC1OC (4-(3-chloro-4-methoxybenzylamino)-5-methoxycarbonyl-6-(5,6,7,8-tetrahydroimidazo[1,2-a]pyrazin-7-yl)-2-benzylthiopyrimidine), ( 4 ), ClC1=CC(=CC=C1)C(=O)OO (m-chloroperbenzoic acid). Solvent: C(O)([O-])=O.[Na+] (sodium hydrogen carbonate), C(Cl)(Cl)Cl (chloroform), C(Cl)(Cl)Cl (chloroform). Reaction conditions: time 1 hour. Yields the product ClC=1C=C(CNC2=NC(=NC(=C2C(=O)OC)N2CC=3N(CC2)C=CN3)S(=O)CC3=CC=CC=C3)C=CC1OC (4-(3-chloro-4-methoxybenzylamino)-5-methoxycarbonyl-6-(5,6,7,8-tetrahydroimidazo[1,2-a]pyrazin-7-yl)-2-benzylsulfinylpyrimidine). RXN SMILES: [Cl:1][C:2]1[CH:3]=[C:4]([CH:34]=[CH:35][C:36]=1[O:37][CH3:38])[CH2:5][NH:6][C:7]1[C:12]([C:13]([O:15][CH3:16])=[O:14])=[C:11]([N:17]2[CH2:22][CH2:21][N:20]3[CH:23]=[CH:24][N:25]=[C:19]3[CH2:18]2)[N:10]=[C:9]([S:26][CH2:27][C:28]2[CH:33]=[CH:32][CH:31]=[CH:30][CH:29]=2)[N:8]=1.ClC1C=CC=C(C(OO)=[O:47])C=1>C(Cl)(Cl)Cl.C(=O)([O-])O.[Na+]>[Cl:1][C:2]1[CH:3]=[C:4]([CH:34]=[CH:35][C:36]=1[O:37][CH3:38])[CH2:5][NH:6][C:7]1[C:12]([C:13]([O:15][CH3:16])=[O:14])=[C:11]([N:17]2[CH2:22][CH2:21][N:20]3[CH:23]=[CH:24][N:25]=[C:19]3[CH2:18]2)[N:10]=[C:9]([S:26]([CH2:27][C:28]2[CH:33]=[CH:32][CH:31]=[CH:30][CH:29]=2)=[O:47])[N:8]=1 |f:3.4|. Reported procedure: To a chloroform solution 2 ml of 4-(3-chloro-4-methoxybenzylamino)-5-methoxycarbonyl-6-(5,6,7,8-tetrahydroimidazo[1,2-a]pyrazin-7-yl)-2-benzylthiopyrimidine (prepared in the above (4)) 104 mg is dropped a solution of m-chloroperbenzoic acid 43 mg in chloroform 3 ml over a period of 20 minutes on an ice bath, and the mixture is stirred for 1 hour. The reaction mixture is diluted with an aqueous saturated sodium hydrogen carbonate and extracted with ethyl acetate. The organic layer is washed, drie... The reactants are CCCC1CC(=O)C2=C(C1)NC(C)=C(C#N)C2c1cc(Br)c(O)c([N+](=O)[O-])c1, C1CCOC1, CC(=O)O, [Zn]. Yields the product CCCC1CC(=O)C2=C(C1)NC(C)=C(C#N)C2c1cc(N)c(O)c(Br)c1. RXN SMILES: [Br:1][c:2]1[cH:3][c:4]([CH:12]2[C:13]([C:27]#[N:28])=[C:14]([CH3:26])[NH:15][C:16]3=[C:21]2[C:20](=[O:22])[CH2:19][CH:18]([CH2:23][CH2:24][CH3:25])[CH2:17]3)[cH:5][c:6]([N+:9]([O-:10])=[O:11])[c:7]1[OH:8].[CH2:33]1[O:34][CH2:35][CH2:36][CH2:37]1.[CH3:29][C:30](=[O:31])[OH:32].[Zn:38]>>[Br:1][c:2]1[cH:3][c:4]([CH:12]2[C:13]([C:27]#[N:28])=[C:14]([CH3:26])[NH:15][C:16]3=[C:21]2[C:20](=[O:22])[CH2:19][CH:18]([CH2:23][CH2:24][CH3:25])[CH2:17]3)[cH:5][c:6]([NH2:9])[c:7]1[OH:8]. The reactants are S(O)(O)(=O)=O (sulfuric acid), BrCC1=C2N=C(C(=NC2=CC=C1)OC)OC (5-bromomethyl-2,3-dimethoxy-quinoxaline), [N+](=O)(OC(C)C)[O-] (isopropyl nitrate). Run at temperature 0 celsius, time 10 minute. The product is BrCC1=C2N=C(C(=NC2=CC(=C1)[N+](=O)[O-])OC)OC (5-Bromomethyl-2,3-dimethoxy-7-nitro-quinoxaline). As a reaction SMILES: S(=O)(=O)(O)O.[Br:6][CH2:7][C:8]1[CH:17]=[CH:16][CH:15]=[C:14]2[C:9]=1[N:10]=[C:11]([O:20][CH3:21])[C:12]([O:18][CH3:19])=[N:13]2.[N+:22]([O-])([O:24]C(C)C)=[O:23]>>[Br:6][CH2:7][C:8]1[CH:17]=[C:16]([N+:22]([O-:24])=[O:23])[CH:15]=[C:14]2[C:9]=1[N:10]=[C:11]([O:20][CH3:21])[C:12]([O:18][CH3:19])=[N:13]2. Reported procedure: 25 ml of sulfuric acid are cooled to 0° C. and then 9.5 g (33.55 mmol) of 5-bromomethyl-2,3-dimethoxy-quinoxaline are added. After a further 10 minutes, 3.39 ml (1 equiv.) of isopropyl nitrate are added and the mixture is stirred at 0° C. for 1 hour. The mixture is poured onto ice, and the solid is filtered off and washed with water. The title compound is obtained in the form of a beige solid. Starting materials: CC1(OCCO1)CCCCN1N=C(C=C1)N (1-[4-(2-methyl-[1,3]dioxolan-2-yl)-butyl]-1H-pyrazol-3-ylamine), FC1=C(C=CC=C1C(F)(F)F)/C=C/C(=O)O ((E)-3-(2-fluoro-3-trifluoromethyl-phenyl)-acrylic acid). Product: FC1=C(C=CC=C1C(F)(F)F)/C=C/C(=O)NC1=NN(C=C1)CCCCC(C)=O ((E)-3-(2-Fluoro-3-trifluoromethyl-phenyl)-N-[1-(5-oxo-hexyl)-1H-pyrazol-3-yl]-acrylamide). As a reaction SMILES: [CH3:1][C:2]1([CH2:7][CH2:8][CH2:9][CH2:10][N:11]2[CH:15]=[CH:14][C:13]([NH2:16])=[N:12]2)[O:6]CCO1.[F:17][C:18]1[C:23]([C:24]([F:27])([F:26])[F:25])=[CH:22][CH:21]=[CH:20][C:19]=1/[CH:28]=[CH:29]/[C:30](O)=[O:31]>>[F:17][C:18]1[C:23]([C:24]([F:26])([F:27])[F:25])=[CH:22][CH:21]=[CH:20][C:19]=1/[CH:28]=[CH:29]/[C:30]([NH:16][C:13]1[CH:14]=[CH:15][N:11]([CH2:10][CH2:9][CH2:8][CH2:7][C:2](=[O:6])[CH3:1])[N:12]=1)=[O:31]. Procedure details: Following general procedure B followed by either C or D, starting from 1-[4-(2-methyl-[1,3]dioxolan-2-yl)-butyl]-1H-pyrazol-3-ylamine and (E)-3-(2-fluoro-3-trifluoromethyl-phenyl)-acrylic acid.